Dataset: the Open Reaction Database (ORD), a public repository of structured organic reaction records. Task: describe an organic reaction: reactants, conditions, products, and yield Reactants: C(C)(=O)N1N=C(C2=CC(=CC=C12)C(=O)Cl)C1=CC=C(C=C1)F (1-acetyl-3-(4-fluorophenyl)-1H-indazole-5-carbonyl chloride), NCC=1C=NC=CC1 (3-aminomethyl pyridine). The solvent is N1=CC=CC=C1 (pyridine). Reaction conditions: temperature 60 celsius, time 8 hour. Yields the product FC1=CC=C(C=C1)C1=NNC2=CC=C(C=C12)C(=O)NCC=1C=NC=CC1 ([3-(4-FLUOROPHENYL)(1H-INDAZOL-5-YL)}-N-(3-PYRIDYLMETHYL)CARBOXAMIDE). The yield is 40.7%. Reaction SMILES: C([N:4]1[C:12]2[C:7](=[CH:8][C:9]([C:13](Cl)=[O:14])=[CH:10][CH:11]=2)[C:6]([C:16]2[CH:21]=[CH:20][C:19]([F:22])=[CH:18][CH:17]=2)=[N:5]1)(=O)C.[NH2:23][CH2:24][C:25]1[CH:26]=[N:27][CH:28]=[CH:29][CH:30]=1>N1C=CC=CC=1>[F:22][C:19]1[CH:18]=[CH:17][C:16]([C:6]2[C:7]3[C:12](=[CH:11][CH:10]=[C:9]([C:13]([NH:23][CH2:24][C:25]4[CH:26]=[N:27][CH:28]=[CH:29][CH:30]=4)=[O:14])[CH:8]=3)[NH:4][N:5]=2)=[CH:21][CH:20]=1. Procedure details: To a flask containing 1-acetyl-3-(4-fluorophenyl)-1H-indazole-5-carbonyl chloride (300 mg, 0.95 mmol) dissolved in pyridine (4 mL) was added 3-aminomethyl pyridine (106 μl, 1.05 mmol). The reaction was allowed to stir under a nitrogen atmosphere overnight. LCMS indicated the reaction was complete. Solvent was removed and water was added to the flask. A solid crashed out of solution that was collected by filtration. The solid was taken up in a 3% ammonia in methanol solution (8 mL) and allowed to...